Dataset: the Open Reaction Database (ORD), a public repository of structured organic reaction records. Task: describe an organic reaction: reactants, conditions, products, and yield Starting materials: O=S(=O)(O)Cc1ccccc1OCc1ccccc1, CN(C)C=O, O=C(Cl)C(=O)Cl, C1CCOC1. Product: O=S(=O)(Cl)Cc1ccccc1OCc1ccccc1. Reaction SMILES: [CH2:6]([c:7]1[cH:8][cH:9][cH:10][cH:11][cH:12]1)[O:13][c:14]1[c:15]([CH2:20][S:21](=[O:22])(=[O:23])[OH:24])[cH:16][cH:17][cH:18][cH:19]1.[CH3:31][N:32]([CH3:33])[CH:34]=[O:35].[Cl:25][C:26]([C:27]([Cl:28])=[O:29])=[O:30].[O:1]1[CH2:2][CH2:3][CH2:4][CH2:5]1>>[CH2:6]([c:7]1[cH:8][cH:9][cH:10][cH:11][cH:12]1)[O:13][c:14]1[c:15]([CH2:20][S:21](=[O:22])(=[O:24])[Cl:25])[cH:16][cH:17][cH:18][cH:19]1. The reactants are NC1=C(C(=O)OC)C=CC(=C1O)F (methyl 2-amino-4-fluoro-3-hydroxybenzoate), C(=S)(N1C=NC=C1)N1C=NC=C1 (1,1′-thiocarbonyldiimidazole). The solvent is C1CCOC1 (THF). Run at time 8 hour. The product is FC=1C=CC(=C2NC(OC21)=S)C(=O)OC (methyl 7-fluoro-2-thioxo-2,3-dihydrobenzoxazole-4-carboxylate). Yield: 70.5%. Reaction SMILES: [NH2:1][C:2]1[C:11]([OH:12])=[C:10]([F:13])[CH:9]=[CH:8][C:3]=1[C:4]([O:6][CH3:7])=[O:5].[C:14](N1C=CN=C1)(N1C=CN=C1)=[S:15]>C1COCC1>[F:13][C:10]1[CH:9]=[CH:8][C:3]([C:4]([O:6][CH3:7])=[O:5])=[C:2]2[C:11]=1[O:12][C:14](=[S:15])[NH:1]2. Procedure: A mixture of methyl 2-amino-4-fluoro-3-hydroxybenzoate (1.5 g, 8.11 mmol) and 1,1′-thiocarbonyldiimidazole (1.46 g, 8.2 mmol) in THF (30 mL) was stirred at ambient temperature overnight, and at 50° C. for 6 h. The reaction mixture was cooled to ambient temperature and the solvent was removed under reduced pressure. The residue was washed with ether (3×50 mL) and dried to afford methyl 7-fluoro-2-thioxo-2,3-dihydrobenzoxazole-4-carboxylate (1.3 g, 70%) as a yellow solid. 1H NMR (500 MHz, CDCl3) δ... The reactants are CC(=O)OO, ClCCl, CCOC(C)=O, CC1=CCCCC1, O, [Ru]. Product: CC1(O)CCCCC1=O. RXN SMILES: [C:12]([O:13][OH:15])(=[O:14])[CH3:16].[CH2:1]([Cl:2])[Cl:3].[CH3:18][CH2:19][O:20][C:21](=[O:22])[CH3:23].[CH3:5][C:6]1=[CH:7][CH2:8][CH2:9][CH2:10][CH2:11]1.[OH2:4].[Ru:17]>>[O:4]=[C:7]1[C:6]([CH3:5])([OH:14])[CH2:11][CH2:10][CH2:9][CH2:8]1.